From a dataset of the Open Reaction Database (ORD), a public repository of structured organic reaction records. describe an organic reaction: reactants, conditions, products, and yield The reactants are CN1C=2C(C(NC3=C1C=CC=C3)=O)=CSC2 (4,9-dihydro-4-methyl-10H-thieno[3,4-b][1,5]benzodiazepin-10-one), [H-].[Na+] (sodium hydride), CI (methyl iodide). Solvent: CN(C=O)C (dimethylformamide). Reaction conditions: time 8 hour. Yields the product CN1C=2C(C(N(C3=C1C=CC=C3)C)=O)=CSC2 (4,9-Dihydro-4,9-dimethyl-10H-thieno[3,4-b][1,5]benzodiazepin-10-one). Reaction SMILES: [CH3:1][N:2]1[C:8]2[CH:9]=[CH:10][CH:11]=[CH:12][C:7]=2[NH:6][C:5](=[O:13])[C:4]2=[CH:14][S:15][CH:16]=[C:3]12.[H-].[Na+].[CH3:19]I>CN(C)C=O>[CH3:1][N:2]1[C:8]2[CH:9]=[CH:10][CH:11]=[CH:12][C:7]=2[N:6]([CH3:19])[C:5](=[O:13])[C:4]2=[CH:14][S:15][CH:16]=[C:3]12 |f:1.2|. Procedure details: A mixture of 2.8 g. of 4,9-dihydro-4-methyl-10H-thieno[3,4-b][1,5]benzodiazepin-10-one and 620 mg. of 50% sodium hydride in mineral oil in 30 ml. of dry dimethylformamide is stirred for 11/4 hours. A 2.1 g. portion of methyl iodide is added and the mixture is stirred overnight. The mixture is poured onto ice water and the solid is collected and dried. The solid changes to a glass which is dissolved in methylene chloride, washed with water, filtered and concentrated to dryness. The crude oily sol...